Dataset: the Open Reaction Database (ORD), a public repository of structured organic reaction records. Task: describe an organic reaction: reactants, conditions, products, and yield Run at time 3 hour. The solvent is N1=CC=CC=C1 (pyridine). Yields the product C(C)(=O)C1=C(C=C(C=C1)OC)NC(=O)C1=NC=CC=C1 (Pyridine-2-carboxylic acid (2-acetyl-5-methoxy-phenyl)-amide). As a reaction SMILES: [N:1]1[CH:6]=[CH:5][CH:4]=[CH:3][C:2]=1[C:7]([OH:9])=O.[NH2:10][C:11]1[CH:24]=[C:23]([O:25][CH3:26])[CH:22]=[CH:21][C:12]=1[C:13]([C:15]1C=CC=CC=1)=[O:14].O=P(Cl)(Cl)Cl.O>N1C=CC=CC=1>[C:13]([C:12]1[CH:21]=[CH:22][C:23]([O:25][CH3:26])=[CH:24][C:11]=1[NH:10][C:7]([C:2]1[CH:3]=[CH:4][CH:5]=[CH:6][N:1]=1)=[O:9])(=[O:14])[CH3:15]. Starting materials: O (water), N1=C(C=CC=C1)C(=O)O (2-picolic acid), NC1=C(C(=O)C2=CC=CC=C2)C=CC(=C1)OC (2-amino-4-methoxybenzophenone), O=P(Cl)(Cl)Cl (POCl3). Reported procedure: To a suspension of 2-picolic acid (3.73 g, 30.3 mmol) and 2-amino-4-methoxybenzophenone (5.0 g, 30.3 mmol) at −30° C. dissolved in pyridine (150 mL) was added POCl3 (3.7 mL, 45.4 mmol) in 5 min. the reaction mixture was stirred for 3 hr at the temperature, and stirred at rt overnite. The reaction mixture was poured into cold water and extracted with EtOAc (3×). The combined extract was dried to provide the product (7.67 g, 93%): 1H NMR (methanol-d4) δ ppm 2.65 (s, 3H), 3.92 (s, 3H), 6.78 (m, 1H)... The yield is 93.7%. Reactants: O=Cc1ccc(Oc2ccc3c(c2)CCC3)cc1, CC(=O)[O-], CCO, Cl, NNC(N)=O, [Na+], O. Yields the product NC(=O)NN=Cc1ccc(Oc2ccc3c(c2)CCC3)cc1. As a reaction SMILES: [CH2:1]1[CH2:2][CH2:3][c:4]2[cH:5][c:6]([O:10][c:11]3[cH:12][cH:13][c:14]([CH:15]=[O:16])[cH:17][cH:18]3)[cH:7][cH:8][c:9]21.[CH3:26][C:27](=[O:28])[O-:29].[CH3:30][CH2:31][OH:32].[ClH:19].[NH2:20][NH:21][C:22](=[O:23])[NH2:24].[Na+:25].[OH2:33]>>[CH2:1]1[CH2:2][CH2:3][c:4]2[cH:5][c:6]([O:10][c:11]3[cH:12][cH:13][c:14]([CH:15]=[N:20][NH:21][C:22](=[O:23])[NH2:24])[cH:17][cH:18]3)[cH:7][cH:8][c:9]21. Starting materials: CC(=O)[O-], CC(=O)O, O=C1Nc2ccc3ccccc3c2CCC1(Cl)Cl, [H][H], [Na+], O, O, O. Yields the product O=C1Nc2ccc3ccccc3c2CCC1Cl. RXN SMILES: [C:22]([O-:23])(=[O:24])[CH3:25].[CH3:29][C:30](=[O:31])[OH:32].[Cl:1][C:2]1([Cl:18])[CH2:3][CH2:4][c:5]2[c:6]([cH:10][cH:11][c:12]3[cH:13][cH:14][cH:15][cH:16][c:17]23)[NH:7][C:8]1=[O:9].[H:27][H:28].[Na+:26].[OH2:19].[OH2:20].[OH2:21]>>[Cl:1][CH:2]1[CH2:3][CH2:4][c:5]2[c:6]([cH:10][cH:11][c:12]3[cH:13][cH:14][cH:15][cH:16][c:17]23)[NH:7][C:8]1=[O:9]. Starting materials: [N+](=O)([O-])C1=CC=C(C=C1)OC(=O)C1=CC=C(C=2N=C(OC21)N2CCOCC2)OC(F)F (4-difluoromethoxy-2-(morpholin-4-yl)-benzooxazole-7-carboxylic acid 4-nitrophenyl ester), NC1=C(C=NN1C)C#N (5-amino-1-methyl-1H-pyrazole-4-carbonitrile). Yields the product C(#N)C1=C(N(N=C1)C)NC(=O)C1=CC=C(C=2N=C(OC21)N2CCOCC2)OC(F)F (4-Difluoromethoxy-2-(morpholin-4-yl)-benzooxazole-7-carboxylic acid (4-cyano-2-methyl-2H-pyrazol-3-yl)-amide). Isolated yield 29.1%. As a reaction SMILES: [N+](C1C=CC([O:10][C:11]([C:13]2[C:21]3[O:20][C:19]([N:22]4[CH2:27][CH2:26][O:25][CH2:24][CH2:23]4)=[N:18][C:17]=3[C:16]([O:28][CH:29]([F:31])[F:30])=[CH:15][CH:14]=2)=O)=CC=1)([O-])=O.[NH2:32][C:33]1[N:37]([CH3:38])[N:36]=[CH:35][C:34]=1[C:39]#[N:40]>>[C:39]([C:34]1[CH:35]=[N:36][N:37]([CH3:38])[C:33]=1[NH:32][C:11]([C:13]1[C:21]2[O:20][C:19]([N:22]3[CH2:23][CH2:24][O:25][CH2:26][CH2:27]3)=[N:18][C:17]=2[C:16]([O:28][CH:29]([F:31])[F:30])=[CH:15][CH:14]=1)=[O:10])#[N:40]. Procedure: Starting from 4-difluoromethoxy-2-(morpholin-4-yl)-benzooxazole-7-carboxylic acid 4-nitrophenyl ester (100 mg) and 5-amino-1-methyl-1H-pyrazole-4-carbonitrile (56 mg). Purification by column chromatography on silica eluting with 5% methanol in dichloromethane followed by preparative thin layer chromatography eluting with 3% methanol in dichloromethane afforded the title compound as a white solid (28 mg). Reactants: C(C)(C)(C)OC(=O)N[C@H](C(=O)OC)CCC(NC=1N(C=CN1)C)=O (Methyl (2S)-2-t-butoxycarbonylamino-4-[(1-methylimidazol-2-yl)carbamoyl]butyrate), CO (Methanol), C1(=CC=CC=C1)C (toluene), FC(C(=O)O)(F)F (trifluoroacetic acid). Run in ClCCl (dichloromethane). Conditions: time 2 hour. Product: N[C@H](C(=O)O)CCC(NC=1N(C=CN1)C)=O ((2S)-2-amino-4-[(1-methylimidazol-2-yl)carbamoyl]butyric acid). Yield: 31.8%. Reaction SMILES: C(OC([NH:8][C@@H:9]([CH2:14][CH2:15][C:16](=[O:24])[NH:17][C:18]1[N:19]([CH3:23])[CH:20]=[CH:21][N:22]=1)[C:10]([O:12]C)=[O:11])=O)(C)(C)C.FC(F)(F)C(O)=O.CO.C1(C)C=CC=CC=1>ClCCl>[NH2:8][C@@H:9]([CH2:14][CH2:15][C:16](=[O:24])[NH:17][C:18]1[N:19]([CH3:23])[CH:20]=[CH:21][N:22]=1)[C:10]([OH:12])=[O:11]. Reported procedure: Methyl (2S)-2-t-butoxycarbonylamino-4-[(1-methylimidazol-2-yl)carbamoyl]butyrate (341 mg) was dissolved in dichloromethane (5 ml), and trifluoroacetic acid (1 ml) was added. The mixture was stirred at room temperature for 2 hours. Methanol and toluene were added, and then the solvents were evaporated under reduced pressure. The resulting residue was dissolved in water (4 ml), and 1N sodium hydroxide (4 ml) was added. The mixture was stirred at room temperature for 3 hours and neutralized by addi... Reactants: CC1=C(N=C(O1)C1=CC=CC=C1)CCOC1=CC=C(C=C1)\C=C/CC1OCCCO1 ((Z)-2-[3-[4-[2-(5-methyl-2-phenyl-4-oxazolyl)ethoxy]phenyl]-2-propenyl]-1,3-dioxane). Reagents/catalysts: [C].[Pd] (palladium-carbon). Run in C(C)O (ethanol). Yields the product CC1=C(N=C(O1)C1=CC=CC=C1)CCOC1=CC=C(C=C1)CCCC1OCCCO1 (2-[3-[4-[2-(5-methyl-2-phenyl-4-oxazolyl)ethoxy]phenyl]propyl]-1,3-dioxane). Isolated yield 95.5%. Reaction SMILES: [CH3:1][C:2]1[O:6][C:5]([C:7]2[CH:12]=[CH:11][CH:10]=[CH:9][CH:8]=2)=[N:4][C:3]=1[CH2:13][CH2:14][O:15][C:16]1[CH:21]=[CH:20][C:19](/[CH:22]=[CH:23]\[CH2:24][CH:25]2[O:30][CH2:29][CH2:28][CH2:27][O:26]2)=[CH:18][CH:17]=1>[C].[Pd].C(O)C>[CH3:1][C:2]1[O:6][C:5]([C:7]2[CH:12]=[CH:11][CH:10]=[CH:9][CH:8]=2)=[N:4][C:3]=1[CH2:13][CH2:14][O:15][C:16]1[CH:17]=[CH:18][C:19]([CH2:22][CH2:23][CH2:24][CH:25]2[O:30][CH2:29][CH2:28][CH2:27][O:26]2)=[CH:20][CH:21]=1 |f:1.2|. Procedure: A mixture of (Z)-2-[3-[4-[2-(5-methyl-2-phenyl-4-oxazolyl)ethoxy]phenyl]-2-propenyl]-1,3-dioxane (5.0 g), palladium-carbon (5%, 0.1 g) and ethanol (100 ml) was subjected to catalytic hydrogenation at room temperature under one atmospheric pressure. The catalyst was filtered off, and the filtrate was concentrated under reduced pressure. The concentrate was purified by means of a silica gel column chromatography. From the fractions eluted with hexane-ethyl acetate (1:1), 2-[3-[4-[2-(5-methyl-2-phe... Starting materials: [Li]CCCC, CCOCn1cccn1, CCCCCC, CN(C)P(=O)(N(C)C)N(C)C, [Cl-], CCOC(=O)C1Oc2cc(C=O)c(Cl)c(Cl)c2O1, [NH4+], C1CCOC1. Product: CCOCn1nccc1C(O)c1cc2c(c(Cl)c1Cl)OC(C(=O)OCC)O2. Reaction SMILES: [CH2:1]([Li:2])[CH2:3][CH2:4][CH3:5].[CH2:6]([CH3:7])[O:8][CH2:9][n:10]1[n:11][cH:12][cH:13][cH:14]1.[CH3:35][CH2:36][CH2:37][CH2:38][CH2:39][CH3:40].[CH3:46][N:47]([CH3:48])[P:49](=[O:50])([N:51]([CH3:52])[CH3:53])[N:54]([CH3:55])[CH3:56].[Cl-:33].[Cl:15][c:16]1[c:17]([Cl:32])[c:18]([CH:30]=[O:31])[cH:19][c:20]2[c:24]1[O:23][CH:22]([C:25](=[O:26])[O:27][CH2:28][CH3:29])[O:21]2.[NH4+:34].[O:41]1[CH2:42][CH2:43][CH2:44][CH2:45]1>>[CH2:6]([CH3:7])[O:8][CH2:9][n:10]1[n:11][cH:12][cH:13][c:14]1[CH:30]([c:18]1[c:17]([Cl:32])[c:16]([Cl:15])[c:24]2[c:20]([cH:19]1)[O:21][CH:22]([C:25](=[O:26])[O:27][CH2:28][CH3:29])[O:23]2)[OH:31].